This data is from the Open Reaction Database (ORD), a public repository of structured organic reaction records. The task is: describe an organic reaction: reactants, conditions, products, and yield Starting materials: [H-].[Na+] (NaH), dihydroethyl linalool, CI (CH3I), Cl (HCl), CCC(C)(CCC=C(C)C)O (dihydrolinalool). Solvent: C1CCOC1 (THF), CN(C)P(=O)(N(C)C)N(C)C (HMPA). Reaction conditions: temperature 37.5 celsius, time 8 hour. Yields the product CCC=CCCCCC (3-nonene). As a reaction SMILES: [H-].[Na+].[CH3:3][CH2:4][C:5](O)([CH2:7][CH2:8][CH:9]=[C:10]([CH3:12])C)C.[CH3:14]I.Cl>CN(P(N(C)C)(N(C)C)=O)C.C1COCC1>[CH3:14][CH2:12][CH:10]=[CH:9][CH2:8][CH2:7][CH2:5][CH2:4][CH3:3] |f:0.1|. Procedure details: To a dry 2 L multi-neck round bottom flask fitted with an air stirrer, nitrogen inlet condenser and an additional funnel, 400 ml of THF, 44 g of NaH, and 21.2 g of dihydroethyl linalool were added and heated to 35-40° C. 170 g of dihydrolinalool g was then added to the reaction mixture dropwise over 2 hours. The mixture was aged for 8 hours. 9 g of HMPA (available from Aldrich Chemical Company) was added and the mixture was stirred. 144 g of CH3I was added dropwise to the reaction mixture, furth... Reactants: C1(=CC=CC=C1)O (phenol), C(C)(=O)CC(C)=O (acetyl acetone), CC(=O)C (acetone), C(C)(=O)OO (peracetic acid), C1(=CC=CC=C1)O (phenol), C(C)(=O)OO (peracetic acid). Reaction conditions: time 42 minute. Product: C=1(O)C(O)=CC=CC1 (pyrocatechol), C1(O)=CC=C(O)C=C1 (hydroquinone). Reaction SMILES: [C:1]1([OH:7])[CH:6]=[CH:5][CH:4]=[CH:3][CH:2]=1.[C:8]([CH2:11]C(=O)C)(=[O:10])[CH3:9].[CH3:15][C:16]([CH3:18])=[O:17].C(OO)(=O)C>>[C:1]1([C:6](=[CH:5][CH:4]=[CH:3][CH:2]=1)[OH:10])[OH:7].[C:16]1([CH:18]=[CH:11][C:8]([OH:10])=[CH:9][CH:15]=1)[OH:17]. Procedure: A reaction flask having an inner volume of 100 ml and provided with a thermometer, a stirrer, a reflux condenser and a dropping funnel was charged with 32.0 g (0.34 mol) of phenol and 0.0642 g (0.2 percent by weight based on said phenol) of acetyl acetone. To the contents of the flask, 7.6 g (0.034 mol) of an acetone solution of 34.0 percent by weight of peracetic acid was introduced introudced dropwise while under agitation at a temperature of 80° C over a period of 20 minutes. After the termin...